From a dataset of the Open Reaction Database (ORD), a public repository of structured organic reaction records. describe an organic reaction: reactants, conditions, products, and yield The reactants are C(C)OC(=O)[C@H]1N(C[C@H](C1)N)CC(C)C ((2S,4S)-4-amino-1-isobutyl-pyrrolidine-2-carboxylic acid ethyl ester), OC1=C(C=CC2=CC=CC=C12)C(=O)O (1-hydroxy-naphthalene-2-carboxylic acid). Product: C(C)OC(=O)[C@H]1N(C[C@H](C1)NC(=O)C1=C(C2=CC=CC=C2C=C1)O)CC(C)C ((2S,4S)-4-[(1-Hydroxy-naphthalene-2-carbonyl)-amino]-1-isobutyl-pyrrolidine-2-carboxylic acid ethyl ester). As a reaction SMILES: [CH2:1]([O:3][C:4]([C@@H:6]1[CH2:10][C@H:9]([NH2:11])[CH2:8][N:7]1[CH2:12][CH:13]([CH3:15])[CH3:14])=[O:5])[CH3:2].[OH:16][C:17]1[C:26]2[C:21](=[CH:22][CH:23]=[CH:24][CH:25]=2)[CH:20]=[CH:19][C:18]=1[C:27](O)=[O:28]>>[CH2:1]([O:3][C:4]([C@@H:6]1[CH2:10][C@H:9]([NH:11][C:27]([C:18]2[CH:19]=[CH:20][C:21]3[C:26](=[CH:25][CH:24]=[CH:23][CH:22]=3)[C:17]=2[OH:16])=[O:28])[CH2:8][N:7]1[CH2:12][CH:13]([CH3:14])[CH3:15])=[O:5])[CH3:2]. Procedure: (2S,4S)-4-[(1-Hydroxy-naphthalene-2-carbonyl)-amino]-1-isobutyl-pyrrolidine-2-carboxylic acid ethyl ester was prepared from (2S,4S)-4-amino-1-isobutyl-pyrrolidine-2-carboxylic acid ethyl ester and 1-hydroxy-naphthalene-2-carboxylic acid in an analogous manner to example 1. MS calcd. for C22H29N2O4 [(M+H)+] 385.0, obsd. 385.4. Reactants: ClC1=CC2=C(C=N1)C=NN2C2=CC=CC(=N2)C=2CCN(CC2)C(=O)OC(C)(C)C (tert-butyl 4-[6-(6-chloropyrazolo[4,3-c]pyridin-1-yl)-2-pyridyl]-3,6-dihydro-2H-pyridine-1-carboxylate), palladium(0)tetrakis(triphenylphosphine), C[Sn](C1=NC(=CN=C1)C)(C)C (trimethyl-(6-methylpyrazin-2-yl)stannane). The solvent is CN(C(C)=O)C (N,N-dimethylacetamide). Run at temperature 145 celsius. Yields the product CC1=CN=CC(=N1)C1=CC2=C(C=N1)C=NN2C2=CC=CC(=N2)C=2CCN(CC2)C(=O)OC(C)(C)C (tert-butyl 4-[6-[6-(6-methylpyrazin-2-yl)pyrazolo[4,3-c]pyridin-1-yl]-2-pyridyl]-3,6-dihydro-2 h-pyridine-1-carboxylate). The yield is 72.3%. RXN SMILES: Cl[C:2]1[N:7]=[CH:6][C:5]2[CH:8]=[N:9][N:10]([C:11]3[N:16]=[C:15]([C:17]4[CH2:18][CH2:19][N:20]([C:23]([O:25][C:26]([CH3:29])([CH3:28])[CH3:27])=[O:24])[CH2:21][CH:22]=4)[CH:14]=[CH:13][CH:12]=3)[C:4]=2[CH:3]=1.C[Sn](C)(C)[C:32]1[CH:37]=[N:36][CH:35]=[C:34]([CH3:38])[N:33]=1>CN(C)C(=O)C>[CH3:38][C:34]1[N:33]=[C:32]([C:2]2[N:7]=[CH:6][C:5]3[CH:8]=[N:9][N:10]([C:11]4[N:16]=[C:15]([C:17]5[CH2:18][CH2:19][N:20]([C:23]([O:25][C:26]([CH3:28])([CH3:29])[CH3:27])=[O:24])[CH2:21][CH:22]=5)[CH:14]=[CH:13][CH:12]=4)[C:4]=3[CH:3]=2)[CH:37]=[N:36][CH:35]=1. Procedure details: A solution of tert-butyl 4-[6-(6-chloropyrazolo[4,3-c]pyridin-1-yl)-2-pyridyl]-3,6-dihydro-2H-pyridine-1-carboxylate (200 mg, 0.486 mmol) and palladium(0)tetrakis(triphenylphosphine) (56 mg, 0.049 mmol) in N,N-dimethylacetamide 5.0 mL was added trimethyl-(6-methylpyrazin-2-yl)stannane (250 mg, 0.971 mmol). The reaction mixture heated at 145° C. for 40 min in microwave. The reaction mixture was filtered through celite and concentrated. The crude product was diluted with EtOAc then washed with wat... The reactants are C[C@H]1[C@@H](O1)CO.CC1=CC=C(C=C1)S(=O)(=O)[O-] ((2S-trans)-3-methyloxiranemethanol 4-methylbenzenesulfonate), CCOC(=O)/N=N/C(=O)OCC (DEAD), O(C1=CC=CC=C1)C(=O)NOC(=O)OC1=CC=CC=C1 (N,O-diphenoxycarbonylhydroxylamine), C1(=CC=CC=C1)P(C1=CC=CC=C1)C1=CC=CC=C1 (triphenylphosphine), [Li]CCCC (n-BuLi). The solvent is C(C)(=O)O (acetic acid), C1CCOC1 (THF). Run at time 15 minute. The product is O(C1=CC=CC=C1)C(=O)N(OC(=O)OC1=CC=CC=C1)[C@H](C)C#C ((R)-N,O-bis(phenoxycarbonyl)-N-(3-butyn-2-yl)hydroxylamine). RXN SMILES: [CH3:1][C@@H:2]1O[C@H:3]1[CH2:5]O.CC1C=CC(S([O-])(=O)=O)=CC=1.[Li]CCCC.[O:23]([C:30]([NH:32][O:33][C:34]([O:36][C:37]1[CH:42]=[CH:41][CH:40]=[CH:39][CH:38]=1)=[O:35])=[O:31])[C:24]1[CH:29]=[CH:28][CH:27]=[CH:26][CH:25]=1.C1(P(C2C=CC=CC=2)C2C=CC=CC=2)C=CC=CC=1.CCOC(/N=N/C(OCC)=O)=O>C1COCC1.C(O)(=O)C>[O:23]([C:30]([N:32]([C@@H:3]([C:2]#[CH:1])[CH3:5])[O:33][C:34]([O:36][C:37]1[CH:38]=[CH:39][CH:40]=[CH:41][CH:42]=1)=[O:35])=[O:31])[C:24]1[CH:25]=[CH:26][CH:27]=[CH:28][CH:29]=1 |f:0.1|. Reported procedure: A solution of (2S-trans)-3-methyloxiranemethanol 4-methylbenzenesulfonate (484 mg; 2 mmol), prepared as in step 1, in dry THF (20 ml) was treated at -70° C. to -60° C. with n-BuLi (1.6M in hexane, 7.5 ml, 12 mmol) under an atmosphere of nitrogen. Glacial acetic acid (1 ml) was added after consumption of all the rosylate (monitored by TLC). After 15 min, sodium bicarbonate (600 mg) was added and the reaction mixture was allowed to warm to room temperature. After filtration through Celite, N,O-dip... The reactants are O=C1CCC(=O)N1Br, CCOC(=O)C1CC(C)C(O)(c2nccs2)CC1C, CN(C)C=O, CCOC(C)=O, [Na+], [Na+], O, O=S([O-])[O-]. Yields the product CCOC(=O)C1CC(C)C(O)(c2ncc(Br)s2)CC1C. As a reaction SMILES: [Br:20][N:21]1[C:22](=[O:23])[CH2:24][CH2:25][C:26]1=[O:27].[CH2:1]([CH3:2])[O:3][C:4](=[O:5])[CH:6]1[CH:7]([CH3:19])[CH2:8][C:9]([c:13]2[s:14][cH:15][cH:16][n:17]2)([OH:18])[CH:10]([CH3:12])[CH2:11]1.[CH3:34][N:35]([CH3:36])[CH:37]=[O:38].[CH3:40][CH2:41][O:42][C:43](=[O:44])[CH3:45].[Na+:32].[Na+:33].[OH2:39].[S:28]([O-:29])([O-:30])=[O:31]>>[CH2:1]([CH3:2])[O:3][C:4](=[O:5])[CH:6]1[CH:7]([CH3:19])[CH2:8][C:9]([c:13]2[s:14][c:15]([Br:20])[cH:16][n:17]2)([OH:18])[CH:10]([CH3:12])[CH2:11]1. Starting materials: [Br-].O1C(OCC1)C1=[N+](C=CC=C1)CC1=CC=CC=C1 (2-(1,3-dioxolan-2-yl)-1-benzylpyridinium bromide), [Br-] (bromide). The solvent is Br (HBr). Yields the product [Br-].C1=CC=C[N+]=2C=C3C(=CC12)C=CC=C3 (benzo[b]quinolizinium bromide). Yield: 87.6%. As a reaction SMILES: [Br-:1].O1CCO[CH:3]1[C:7]1[CH:12]=[CH:11][CH:10]=[CH:9][N+:8]=1[CH2:13][C:14]1[CH:19]=[CH:18][CH:17]=[CH:16][CH:15]=1.[Br-]>Br>[Br-:1].[CH:12]1[C:7]2[CH:3]=[C:19]3[CH:18]=[CH:17][CH:16]=[CH:15][C:14]3=[CH:13][N+:8]=2[CH:9]=[CH:10][CH:11]=1 |f:0.1,4.5|. Procedure details: A mixture of 1526.8 g (4.74 mol) of 2-(1,3-dioxolan-2-yl)-1-benzylpyridinium bromide in 9 L of 48% HBr solution was heated on a steam-bath until the bromide dissolved. The mixture was heated (heating mantle) in vacuo (aspirator) to remove HBr solution. The dry residue was suspended in 800 mL of HBr solution, cooled, and 4 L of THF was slowly added. The reaction mixture was filtered to afford 1080 g (87%) of benzo[b]quinolizinium bromide as a green solid. Benzo[b]quinolizinium bromide (586 g) was... Starting materials: CN1CCC(CC1)C1=CNC2=CC=C(C=C12)O (3-(1-methylpiperidin-4-yl)-5-hydroxy-1H-indole), [OH-].[Na+] (sodium hydroxide), FC1=C(C=CC=C1)S(=O)(=O)Cl (2-fluorobenzenesulfonyl chloride). Solvent: C1CCOC1 (THF). Yields the product CN1CCC(CC1)C1=CNC2=CC=C(C=C12)OS(=O)(=O)C1=C(C=CC=C1)F (2-Fluorobenzenesulfonic acid 3-(1-methylpiperidin-4-yl)-1H-indol-5-yl ester). Isolated yield 115.3%. Reaction SMILES: [F:1][C:2]1[CH:7]=[CH:6][CH:5]=[CH:4][C:3]=1[S:8](Cl)(=[O:10])=[O:9].[CH3:12][N:13]1[CH2:18][CH2:17][CH:16]([C:19]2[C:27]3[C:22](=[CH:23][CH:24]=[C:25]([OH:28])[CH:26]=3)[NH:21][CH:20]=2)[CH2:15][CH2:14]1.[OH-].[Na+]>C1COCC1>[CH3:12][N:13]1[CH2:18][CH2:17][CH:16]([C:19]2[C:27]3[C:22](=[CH:23][CH:24]=[C:25]([O:28][S:8]([C:3]4[CH:4]=[CH:5][CH:6]=[CH:7][C:2]=4[F:1])(=[O:10])=[O:9])[CH:26]=3)[NH:21][CH:20]=2)[CH2:15][CH2:14]1 |f:2.3|. Procedure: By a method similar to Example 31, using 2-fluorobenzenesulfonyl chloride (234 mg, 1.2 mmol) added dropwise to a solution of 3-(1-methylpiperidin-4-yl)-5-hydroxy-1H-indole (231 mg, 1.0 mmol) in 0.2 N sodium hydroxide (5.5 mL, 1.1 mmol) and THF (5 mL) gave 448 mg of the title compound as a crystalline solid. The product was recrystallized from ethyl acetate/hexanes to give 320 mg (82%) of the title compound an off white powder: mp=180-182° C.; MS(m/e): 389 (M+1); Calculated for C20H21FN2O3S: Calc... The reactants are O1C=C(C=C1)C1=CC=NC=C1 (4-furan-3-yl-pyridine), IC1=CC=C(C=C1)CCC (1-iodo-4-propylbenzene), O1C=C(C=C1)B(O)O (3-furanboronic acid). The product is C(CC)C1=CC=C(C=C1)C1=COC=C1 (3-(4-propylphenyl)-furan). Reaction SMILES: [O:1]1[CH:5]=[CH:4][C:3]([C:6]2[CH:11]=[CH:10]N=[CH:8][CH:7]=2)=[CH:2]1.I[C:13]1[CH:18]=CC(CCC)=[CH:15][CH:14]=1.O1C=CC(B(O)O)=C1>>[CH2:13]([C:18]1[CH:10]=[CH:11][C:6]([C:3]2[CH:4]=[CH:5][O:1][CH:2]=2)=[CH:7][CH:8]=1)[CH2:14][CH3:15]. Procedure: As described in Example 1(d) for the preparation of 4-furan-3-yl-pyridine, 1-iodo-4-propylbenzene (500 mg, 2.03 mmol) was coupled to 3-furanboronic acid to furnish in high yield 3-(4-propylphenyl)-furan as a light brown oil that was unstable and used immediately without further purification.